From a dataset of the Open Reaction Database (ORD), a public repository of structured organic reaction records. describe an organic reaction: reactants, conditions, products, and yield Reactants: ClSC1=C(C(=O)Cl)C=CC=C1 (2-chlorosulphenylbenzoyl chloride), C(C(C)C)N (isobutylamine). Yields the product CC(CN1SC2=C(C1=O)C=CC=C2)C (2-(2-methylpropyl) benzisothiazolin-3-one). Reaction SMILES: Cl[S:2][C:3]1[CH:11]=[CH:10][CH:9]=[CH:8][C:4]=1[C:5](Cl)=[O:6].[CH2:12]([NH2:16])[CH:13]([CH3:15])[CH3:14]>>[CH3:14][CH:13]([CH3:15])[CH2:12][N:16]1[C:5](=[O:6])[C:4]2[CH:8]=[CH:9][CH:10]=[CH:11][C:3]=2[S:2]1. Procedure: This was prepared by the process described in Example 17 except using 2-chlorosulphenylbenzoyl chloride (4.14 parts, 0.02M) and isobutylamine (7.95 parts, 0.08M). The product (4 parts, 97% theory) was obtained as a pale yellow oil.